Task: describe an organic reaction: reactants, conditions, products, and yield. Dataset: the Open Reaction Database (ORD), a public repository of structured organic reaction records The reactants are CCOC(=O)C(C)C(=O)NCC(F)(F)F, [Li+], C1CCOC1, [OH-], O. Product: CC(C(=O)O)C(=O)NCC(F)(F)F. As a reaction SMILES: [CH2:1]([CH3:2])[O:3][C:4]([CH:5]([C:6](=[O:7])[NH:8][CH2:9][C:10]([F:11])([F:12])[F:13])[CH3:14])=[O:15].[Li+:16].[O:18]1[CH2:19][CH2:20][CH2:21][CH2:22]1.[OH-:17].[OH2:23]>>[O:3]=[C:4]([CH:5]([C:6](=[O:7])[NH:8][CH2:9][C:10]([F:11])([F:12])[F:13])[CH3:14])[OH:15]. The reactants are O=C1CCN(CC1)C(=O)OCC (ethyl 4-oxo-1-piperidinecarboxylate), FC1=CC=C(C=C1)N (4-fluorobenzeneamine), 23, [C-]#N.[Na+] (sodium cyanide), 440, [OH-].[NH4+] (ammonium hydroxide), [C-]#N.[Na+] (sodium cyanide). Run in C(C)(=O)O (acetic acid), O (water), ClC(Cl)Cl (trichloromethane), O (water). Reaction conditions: time 30 minute. Yields the product 127.5, C(#N)C1(CCN(CC1)C(=O)OCC)NC1=CC=C(C=C1)F (ethyl 4-cyano-4-(4-fluorophenylamino)-1-piperidinecarboxylate). Reaction SMILES: O=[C:2]1[CH2:7][CH2:6][N:5]([C:8]([O:10][CH2:11][CH3:12])=[O:9])[CH2:4][CH2:3]1.[F:13][C:14]1[CH:19]=[CH:18][C:17]([NH2:20])=[CH:16][CH:15]=1.[C-:21]#[N:22].[Na+].[OH-].[NH4+]>ClC(Cl)Cl.O.C(O)(=O)C>[C:21]([C:2]1([NH:20][C:17]2[CH:18]=[CH:19][C:14]([F:13])=[CH:15][CH:16]=2)[CH2:7][CH2:6][N:5]([C:8]([O:10][CH2:11][CH3:12])=[O:9])[CH2:4][CH2:3]1)#[N:22] |f:2.3,4.5|. Procedure details: 75 Parts of ethyl 4-oxo-1-piperidinecarboxylate and 50 parts of 4-fluorobenzeneamine are added dropwise to 220 parts of acetic acid. The whole is stirred for 30 minutes. Then there is added dropwise a solution of 23 parts of sodium cyanide in 65 parts of water at room temperature (exothermic reaction). Upon completion, a second portion of 2 parts of sodium cyanide is added and the whole is stirred overnight. The reaction mixture is poured onto a mixture of 440 parts of water, 440 parts of ammoni... RXN SMILES: [F:1][C:2]1[CH:28]=[C:27]([N:29]2[CH:33]=[N:32][N:31]=[N:30]2)[CH:26]=[CH:25][C:3]=1[O:4][CH2:5][C:6]1[CH:10]=[N:9][N:8]([CH:11]2[CH2:16][CH2:15][N:14](C(OC(C)(C)C)=O)[CH:13]([CH3:24])[CH2:12]2)[N:7]=1.[ClH:34].FC1C=C(S(C)(=O)=O)C=CC=1OCC1N=CN(C2CCNCC2)N=1>>[ClH:34].[F:1][C:2]1[CH:28]=[C:27]([N:29]2[CH:33]=[N:32][N:31]=[N:30]2)[CH:26]=[CH:25][C:3]=1[O:4][CH2:5][C:6]1[CH:10]=[N:9][N:8]([CH:11]2[CH2:16][CH2:15][NH:14][CH:13]([CH3:24])[CH2:12]2)[N:7]=1 |f:1.2,3.4|. The reactants are FC1=C(OCC2=NN(N=C2)C2CC(N(CC2)C(=O)OC(C)(C)C)C)C=CC(=C1)N1N=NN=C1 (tert-butyl 4-(4-((2-fluoro-4-(1H-tetrazol-1-yl)phenoxy)methyl)-2H-1,2,3-triazol-2-yl)-2-methylpiperidine-1-carboxylate), Cl.FC1=C(OCC2=NN(C=N2)C2CCNCC2)C=CC(=C1)S(=O)(=O)C (4-[3-(2-fluoro-4-methanesulfonyl-phenoxymethyl)-[1,2,4]triazol-1-yl]-piperidine hydrochloride salt). The product is Cl.FC1=C(OCC2=NN(N=C2)C2CC(NCC2)C)C=CC(=C1)N1N=NN=C1 (4-(4-((2-fluoro-4-(1H-tetrazol-1-yl)phenoxy)methyl)-2H-1,2,3-triazol-2-yl)-2-methylpiperidine hydrochloride). Procedure: The title compound was synthesized from tert-butyl 4-(4-((2-fluoro-4-(1H-tetrazol-1-yl)phenoxy)methyl)-2H-1,2,3-triazol-2-yl)-2-methylpiperidine-1-carboxylate in a manner similar to that described in Intermediate 6. The title compound was isolated as a mixture of four stereoisomers. Starting materials: NC(C)C=1C=C2C(=CN1)N(C=C2)C(=O)OC(C)(C)C (tert-butyl 5-(1-aminoethyl)-1H-pyrrolo[2,3-c]pyridine-1-carboxylate), ClC1=NC=CC(=N1)NC1=NNC(=C1)[C@@H]1[C@@H](C1)F (2-chloro-N-(5-((1R,2R)-2-fluorocyclopropyl)-1H-pyrazol-3-yl)pyrimidin-4-amine), ClC1=NC=CC(=N1)NC1=NNC(=C1)C1CC1 (2-chloro-N-(5-cyclopropyl-1H-pyrazol-3-yl)pyrimidin-4-amine). Product: N1C=CC2=NC(=CC=C21)[C@H](C)NC2=NC=CC(=N2)NC2=NNC(=C2)[C@@H]2[C@@H](C2)F (N2-((S)-1-(1H-pyrrolo[3,2-b]pyridin-5-yl)ethyl)-N4-(5-((1R,2R)-2-fluorocyclopropyl)-1H-pyrazol-3-yl)pyrimidine-2,4-diamine). RXN SMILES: [NH2:1][CH:2]([C:4]1[CH:5]=[C:6]2[CH:12]=[CH:11][N:10](C(OC(C)(C)C)=O)[C:7]2=[CH:8][N:9]=1)[CH3:3].Cl[C:21]1[N:26]=[C:25]([NH:27][C:28]2[CH:32]=[C:31]([C@H:33]3[CH2:35][C@H:34]3[F:36])[NH:30][N:29]=2)[CH:24]=[CH:23][N:22]=1.ClC1N=C(NC2C=C(C3CC3)NN=2)C=CN=1>>[NH:10]1[C:7]2[C:8](=[N:9][C:4]([C@@H:2]([NH:1][C:21]3[N:26]=[C:25]([NH:27][C:28]4[CH:32]=[C:31]([C@H:33]5[CH2:35][C@H:34]5[F:36])[NH:30][N:29]=4)[CH:24]=[CH:23][N:22]=3)[CH3:3])=[CH:5][CH:6]=2)[CH:12]=[CH:11]1. Procedure details: The title compound was prepared following the procedure according to Example 9, using (S)-1-(1H-pyrrolo[3,2-b]pyridin-5-yl)ethanamine hydrochloride (referential example 17) and 2-chloro-N-(5-((1R,2R)-2-fluorocyclopropyl)-1H-pyrazol-3-yl)pyrimidin-4-amine (referential example 4) in place of (1H-pyrrolo[3,2-b]pyridin-5-yl)methanamine and 2-chloro-N-(5-cyclopropyl-1H-pyrazol-3-yl)pyrimidin-4-amine (referential example 1), respectively, as starting materials. 1H NMR (400 MHz, DMSO-d6) δ 11.98 (br s,... Reactants: CS(=O)(=O)N (methanesulfonamide), [H-].[Na+] (sodium hydride), C(C)C1=NN=NN1C=1C=C(C=CC1)C1NC2=CC=C(C=C2CC1(C)C)C(=O)O (2-[3-(5-ethyl-tetrazol-1-yl)-phenyl]-3,3-dimethyl-1,2,3,4-tetrahydro-quinoline-6-carboxylic acid), C(=O)(N1C=NC=C1)N1C=NC=C1 (1,1′-carbonyldiimidazole), [H-].[Na+] (sodium hydride), CS(=O)(=O)N (methanesulfonamide). Solvent: CN(C=O)C (N,N-dimethylformamide), CN(C=O)C (N,N-dimethylformamide), CN(C=O)C (N,N-dimethylformamide). Reaction conditions: temperature 25 celsius, time 1 hour. Procedure: To a suspension of 60% sodium hydride (160 mg, 3.9 mmol) in N,N-dimethylformamide (1.5 mL) was added methanesulfonamide (380 mg, 4.0 mmol) at room temperature. The resulting mixture was stirred at 25° C. for 1 h. A solution of 2-[3-(5-ethyl-tetrazol-1-yl)-phenyl]-3,3-dimethyl-1,2,3,4-tetrahydro-quinoline-6-carboxylic acid (150 mg, 0.4 mmol) and 1,1′-carbonyldiimidazole (136 mg, 0.84 mmol) in N,N-dimethylformamide (2.0 mL) was stirred at 70° C. After stirring at 70° C. for 1 h, the above suspensi... The yield is 39.6%. Yields the product C(C)C1=NN=NN1C=1C=C(C=CC1)C1NC2=CC=C(C=C2CC1(C)C)C(=O)NS(=O)(=O)C (N-{2-[3-(5-ethyl-tetrazol-1-yl)-phenyl]-3,3-dimethyl-1,2,3,4-tetrahydro-quinoline-6-carbonyl}-methanesulfonamide). As a reaction SMILES: [H-].[Na+].[CH3:3][S:4]([NH2:7])(=[O:6])=[O:5].[CH2:8]([C:10]1[N:14]([C:15]2[CH:16]=[C:17]([CH:21]3[C:30]([CH3:32])([CH3:31])[CH2:29][C:28]4[C:23](=[CH:24][CH:25]=[C:26]([C:33](O)=[O:34])[CH:27]=4)[NH:22]3)[CH:18]=[CH:19][CH:20]=2)[N:13]=[N:12][N:11]=1)[CH3:9].C(N1C=CN=C1)(N1C=CN=C1)=O>CN(C)C=O>[CH2:8]([C:10]1[N:14]([C:15]2[CH:16]=[C:17]([CH:21]3[C:30]([CH3:31])([CH3:32])[CH2:29][C:28]4[C:23](=[CH:24][CH:25]=[C:26]([C:33]([NH:7][S:4]([CH3:3])(=[O:6])=[O:5])=[O:34])[CH:27]=4)[NH:22]3)[CH:18]=[CH:19][CH:20]=2)[N:13]=[N:12][N:11]=1)[CH3:9] |f:0.1|.